The task is: describe an organic reaction: reactants, conditions, products, and yield. This data is from the Open Reaction Database (ORD), a public repository of structured organic reaction records. Reactants: [BH4-], CO, O=Cc1c[nH]cn1, Nc1ccc(OC(F)(F)F)cc1, [Na+], O. The product is FC(F)(F)Oc1ccc(NCc2cnc[nH]2)cc1. Reaction SMILES: [BH4-:20].[CH3:23][OH:24].[CH:13](=[O:14])[c:15]1[n:16][cH:17][nH:18][cH:19]1.[F:1][C:2]([O:3][c:4]1[cH:5][cH:6][c:7]([NH2:8])[cH:9][cH:10]1)([F:11])[F:12].[Na+:21].[OH2:22]>>[F:1][C:2]([O:3][c:4]1[cH:5][cH:6][c:7]([NH:8][CH2:13][c:15]2[nH:16][cH:17][n:18][cH:19]2)[cH:9][cH:10]1)([F:11])[F:12].